From a dataset of the Open Reaction Database (ORD), a public repository of structured organic reaction records. describe an organic reaction: reactants, conditions, products, and yield Reactants: FC(C=1C=C(C=CC1)C1=CC=NC=2N1N=CC2C(=O)OCC)(F)F (7-(3-(trifluoromethyl)-phenyl)pyrazolo(1,5-a)pyrimidine-3-carboxylic acid, ethyl ester), C(#N)[BH3-].[Na+] (sodium cyanoborohydride), O (water). Run in C(C)(=O)O (acetic acid). Run at time 3 hour. Product: FC(C=1C=C(C=CC1)C1=CCNC=2N1N=CC2C(=O)OCC)(F)F (4,5-Dihydro 7-(3-(trifluoromethyl)phenyl)pyrazolo-(1,5-a)pyrimidine-3-carboxylic acid, ethyl ester). Reaction SMILES: [F:1][C:2]([F:24])([F:23])[C:3]1[CH:4]=[C:5]([C:9]2[N:14]3[N:15]=[CH:16][C:17]([C:18]([O:20][CH2:21][CH3:22])=[O:19])=[C:13]3[N:12]=[CH:11][CH:10]=2)[CH:6]=[CH:7][CH:8]=1.C([BH3-])#N.[Na+].O>C(O)(=O)C>[F:23][C:2]([F:1])([F:24])[C:3]1[CH:4]=[C:5]([C:9]2[N:14]3[N:15]=[CH:16][C:17]([C:18]([O:20][CH2:21][CH3:22])=[O:19])=[C:13]3[NH:12][CH2:11][CH:10]=2)[CH:6]=[CH:7][CH:8]=1 |f:1.2|. Procedure: To a 20.0 g amount of 7-(3-(trifluoromethyl)-phenyl)pyrazolo(1,5-a)pyrimidine-3-carboxylic acid, ethyl ester (U.S. Pat. No. 4,178,449, Example 16) stirred in 100 ml of glacial acetic acid and cooled in a water bath is added portionwise 10.0 g of sodium cyanoborohydride under nitrogen. The mixture is stirred at room temperature for 3 hours. Evaporation of the mixture in vacuo gives an oil which solidifies on treatment with water. This solid is collected by filtration and is then stirred with a sa... Reactants: N1=CC=CC=C1 (pyridine), ClC(=O)OC (methyl chloroformate), ClC1=CC=C(C=C1)C(N1CC(C1)=CS(=O)(=O)CC=1C=C(C=CC1)N1CCNCC1)C1=CC=C(C=C1)Cl (1-[3-({1-[bis-(4-chlorophenyl)methyl]azetidin-3-ylidene}methanesulfonylmethyl)phenyl]piperazine). Solvent: C(C)(=O)OCC (ethyl acetate), O (water). Conditions: time 6 hour. Yields the product COC(=O)N1CCN(CC1)C1=CC(=CC=C1)CS(=O)(=O)C=C1CN(C1)C(C1=CC=C(C=C1)Cl)C1=CC=C(C=C1)Cl (4-[3-({1-[bis-(4-chlorophenyl)methyl]azetidin-3-ylidene}methanesulfonylmethyl)phenyl]piperazine-1-carboxylic acid methyl ester). Isolated yield 103.2%. RXN SMILES: N1C=CC=CC=1.Cl[C:8]([O:10][CH3:11])=[O:9].[Cl:12][C:13]1[CH:18]=[CH:17][C:16]([CH:19]([C:41]2[CH:46]=[CH:45][C:44]([Cl:47])=[CH:43][CH:42]=2)[N:20]2[CH2:23][C:22](=[CH:24][S:25]([CH2:28][C:29]3[CH:30]=[C:31]([N:35]4[CH2:40][CH2:39][NH:38][CH2:37][CH2:36]4)[CH:32]=[CH:33][CH:34]=3)(=[O:27])=[O:26])[CH2:21]2)=[CH:15][CH:14]=1>C(OCC)(=O)C.O>[CH3:11][O:10][C:8]([N:38]1[CH2:39][CH2:40][N:35]([C:31]2[CH:32]=[CH:33][CH:34]=[C:29]([CH2:28][S:25]([CH:24]=[C:22]3[CH2:21][N:20]([CH:19]([C:16]4[CH:15]=[CH:14][C:13]([Cl:12])=[CH:18][CH:17]=4)[C:41]4[CH:46]=[CH:45][C:44]([Cl:47])=[CH:43][CH:42]=4)[CH2:23]3)(=[O:26])=[O:27])[CH:30]=2)[CH2:36][CH2:37]1)=[O:9]. Procedure details: 2 cm3 of pyridine and then 10.4 mg of methyl chloroformate are successively added, at a temperature close to 20° C., to 54.25 mg of 1-[3-({1-[bis-(4-chlorophenyl)methyl]azetidin-3-ylidene}methanesulfonylmethyl)phenyl]piperazine. After stirring for 6 hours at a temperature close to 20° C., the reaction medium is concentrated to dryness under reduced pressure (5 kPa) at a temperature close to 30° C. The residue obtained is taken up in 5 cm3 of ethyl acetate and 5 cm3 of water. After separating aft... The reactants are CCOC(CNC(=O)C1CCC(C(=O)OC)CC1)OCC, COCCOC, O=S(=O)(O)C(F)(F)F. The product is COC(=O)C1CCC(C(=O)NCC=O)CC1. RXN SMILES: [CH3:1][O:2][C:3](=[O:4])[CH:5]1[CH2:6][CH2:7][CH:8]([C:11]([NH:12][CH2:13][CH:14]([O:15][CH2:19][CH3:20])[O:16][CH2:17][CH3:18])=[O:21])[CH2:9][CH2:10]1.[CH3:30][O:31][CH2:32][CH2:33][O:34][CH3:35].[OH:22][S:23]([C:24]([F:25])([F:26])[F:27])(=[O:28])=[O:29]>>[CH3:1][O:2][C:3](=[O:4])[CH:5]1[CH2:6][CH2:7][CH:8]([C:11]([NH:12][CH2:13][CH:14]=[O:15])=[O:21])[CH2:9][CH2:10]1. The reactants are O (water), ClC=1C2=C(N=CN1)OC(=C2C2=CC=C(C=C2)OC)C2=C(C=CC=C2)F (4-chloro-6-(2-fluorophenyl)-5-(4-methoxyphenyl)furo[2,3-d]pyrimidine), [H-].[Na+] (sodium hydride), C(C)(C)(C)OC(CCCN(C)C[C@H](C)O)=O (4-{[(2S)-2-hydroxypropyl](methyl)amino}butyric acid tert.-butyl ester). Product: C(C)(C)(C)OC(CCCN(C)C[C@H](C)OC=1C2=C(N=CN1)OC(=C2C2=CC=C(C=C2)OC)C2=C(C=CC=C2)F)=O (4-{[(2S)-2-{[6-(2-Fluorophenyl)-5-(4-methoxyphenyl)furo[2,3-d]pyrimidin-4-yl]oxy}propyl]-(methyl)amino}butyric acid tert.-butyl ester). Reaction SMILES: [H-].[Na+].[C:3]([O:7][C:8](=[O:18])[CH2:9][CH2:10][CH2:11][N:12]([CH2:14][C@@H:15]([OH:17])[CH3:16])[CH3:13])([CH3:6])([CH3:5])[CH3:4].Cl[C:20]1[C:21]2[C:28]([C:29]3[CH:34]=[CH:33][C:32]([O:35][CH3:36])=[CH:31][CH:30]=3)=[C:27]([C:37]3[CH:42]=[CH:41][CH:40]=[CH:39][C:38]=3[F:43])[O:26][C:22]=2[N:23]=[CH:24][N:25]=1.O>C1COCC1.[I-].C([N+](CCCC)(CCCC)CCCC)CCC.C(OCC)(=O)C>[C:3]([O:7][C:8](=[O:18])[CH2:9][CH2:10][CH2:11][N:12]([CH2:14][C@@H:15]([O:17][C:20]1[C:21]2[C:28]([C:29]3[CH:30]=[CH:31][C:32]([O:35][CH3:36])=[CH:33][CH:34]=3)=[C:27]([C:37]3[CH:42]=[CH:41][CH:40]=[CH:39][C:38]=3[F:43])[O:26][C:22]=2[N:23]=[CH:24][N:25]=1)[CH3:16])[CH3:13])([CH3:4])([CH3:6])[CH3:5] |f:0.1,6.7|. Run in C(C)(=O)OCC (ethyl acetate), C1CCOC1 (THF), C1CCOC1 (THF). The reagents and catalysts are [I-].C(CCC)[N+](CCCC)(CCCC)CCCC (tetra-n-butylammonium iodide). Reported procedure: Add 22 mg (0.54 mmol) sodium hydride (60% dispersion in mineral oil) to a solution of 100 mg (0.43 mmol) 4-{[(2S)-2-hydroxypropyl](methyl)amino}butyric acid tert.-butyl ester in 1 ml THF, with ice cooling. After stirring for ten minutes with ice cooling, add a solution of 161 mg (0.45 mmol) 4-chloro-6-(2-fluorophenyl)-5-(4-methoxyphenyl)furo[2,3-d]pyrimidine in 2 ml THF and 8 mg (0.02 mmol) tetra-n-butylammonium iodide. Stir the reaction mixture for 16 hours at room temperature. After adding wat... The reactants are OCc1c(-c2c(Cl)cccc2Cl)noc1C1CCC1, ClCCl, CC(C)OC(=O)N=NC(=O)OC(C)C, COC(=O)c1cccc2cc(-c3ccc(O)cc3)ccc12, c1ccc(P(c2ccccc2)c2ccccc2)cc1. Product: COC(=O)c1cccc2cc(-c3ccc(OCc4c(-c5c(Cl)cccc5Cl)noc4C4CCC4)cc3)ccc12. Reaction SMILES: [CH:1]1([c:5]2[c:6]([CH2:18][OH:19])[c:7](-[c:10]3[c:11]([Cl:17])[cH:12][cH:13][cH:14][c:15]3[Cl:16])[n:8][o:9]2)[CH2:2][CH2:3][CH2:4]1.[Cl:74][CH2:75][Cl:76].[O:60]=[C:61]([O:62][CH:63]([CH3:64])[CH3:65])[N:66]=[N:67][C:68]([O:69][CH:70]([CH3:71])[CH3:72])=[O:73].[OH:20][c:21]1[cH:22][cH:23][c:24](-[c:27]2[cH:28][c:29]3[cH:30][cH:31][cH:32][c:33]([C:37](=[O:38])[O:39][CH3:40])[c:34]3[cH:35][cH:36]2)[cH:25][cH:26]1.[c:41]1([P:42]([c:43]2[cH:44][cH:45][cH:46][cH:47][cH:48]2)[c:49]2[cH:50][cH:51][cH:52][cH:53][cH:54]2)[cH:55][cH:56][cH:57][cH:58][cH:59]1>>[CH:1]1([c:5]2[c:6]([CH2:18][O:19][c:21]3[cH:22][cH:23][c:24](-[c:27]4[cH:28][c:29]5[cH:30][cH:31][cH:32][c:33]([C:37](=[O:38])[O:39][CH3:40])[c:34]5[cH:35][cH:36]4)[cH:25][cH:26]3)[c:7](-[c:10]3[c:11]([Cl:17])[cH:12][cH:13][cH:14][c:15]3[Cl:16])[n:8][o:9]2)[CH2:2][CH2:3][CH2:4]1.